From a dataset of the Open Reaction Database (ORD), a public repository of structured organic reaction records. describe an organic reaction: reactants, conditions, products, and yield Reactants: C(C)(C)(C)OC(=O)NC(COCC1=C(C(=O)O)C=CC=C1)CC1=CC=CC=C1 (2-((2-(tert-Butoxycarbonylamino)-3-phenylpropoxy)methyl)benzoic acid), Cl (HCl). Run in O1CCOCC1 (dioxane). Product: hydrochloride salt, Cl.NC(COCC1=C(C(=O)O)C=CC=C1)CC1=CC=CC=C1 (2-((2-Amino-3-phenylpropoxy)methyl)benzoic acid hydrochloride). The yield is 98.0%. As a reaction SMILES: C(OC([NH:8][CH:9]([CH2:22][C:23]1[CH:28]=[CH:27][CH:26]=[CH:25][CH:24]=1)[CH2:10][O:11][CH2:12][C:13]1[CH:21]=[CH:20][CH:19]=[CH:18][C:14]=1[C:15]([OH:17])=[O:16])=O)(C)(C)C.[ClH:29]>O1CCOCC1>[ClH:29].[NH2:8][CH:9]([CH2:22][C:23]1[CH:24]=[CH:25][CH:26]=[CH:27][CH:28]=1)[CH2:10][O:11][CH2:12][C:13]1[CH:21]=[CH:20][CH:19]=[CH:18][C:14]=1[C:15]([OH:17])=[O:16] |f:3.4|. Procedure: Compound 1b (34.7 g, 90 mmol) was treated with HCl (g) in dioxane (700 mL) at rt overnight. Concentrated in vacuo gave the hydrochloride salt of compound 1c which was used for next step without any further purification (28.3 g, 98% yield). MS (ESI+): 286 [M+1]+.